Dataset: the Open Reaction Database (ORD), a public repository of structured organic reaction records. Task: describe an organic reaction: reactants, conditions, products, and yield Starting materials: CCO, CCOC(=O)CNC(=O)c1c(O)n(C2CCCN(C(=O)OCc3ccccc3)C2)c(=O)n(C2CCCCC2)c1=O, [Na+], [OH-]. Yields the product O=C(O)CNC(=O)c1c(O)n(C2CCCN(C(=O)OCc3ccccc3)C2)c(=O)n(C2CCCCC2)c1=O. RXN SMILES: [CH3:43][CH2:44][OH:45].[CH:1]1([n:7]2[c:8](=[O:40])[n:9]([CH:24]3[CH2:25][N:26]([C:30](=[O:31])[O:32][CH2:33][c:34]4[cH:35][cH:36][cH:37][cH:38][cH:39]4)[CH2:27][CH2:28][CH2:29]3)[c:10]([OH:23])[c:11]([C:14](=[O:15])[NH:16][CH2:17][C:18](=[O:19])[O:20][CH2:21][CH3:22])[c:12]2=[O:13])[CH2:2][CH2:3][CH2:4][CH2:5][CH2:6]1.[Na+:42].[OH-:41]>>[CH:1]1([n:7]2[c:8](=[O:40])[n:9]([CH:24]3[CH2:25][N:26]([C:30](=[O:31])[O:32][CH2:33][c:34]4[cH:35][cH:36][cH:37][cH:38][cH:39]4)[CH2:27][CH2:28][CH2:29]3)[c:10]([OH:23])[c:11]([C:14](=[O:15])[NH:16][CH2:17][C:18](=[O:19])[OH:20])[c:12]2=[O:13])[CH2:2][CH2:3][CH2:4][CH2:5][CH2:6]1. Reactants: CC(=O)O, CC(=O)O[BH-](OC(C)=O)OC(C)=O, ClCCCl, COC(=O)c1cc(Cl)ccc1N, [Na+], O=C1CCCCC1. Yields the product COC(=O)c1cc(Cl)ccc1NC1CCCCC1. As a reaction SMILES: [C:34]([OH:35])(=[O:36])[CH3:37].[C:8]([O:9][BH-:10]([O:11][C:12](=[O:13])[CH3:14])[O:15][C:16](=[O:17])[CH3:18])(=[O:19])[CH3:20].[Cl:38][CH2:39][CH2:40][Cl:41].[NH2:22][c:23]1[c:24]([C:25](=[O:26])[O:27][CH3:28])[cH:29][c:30]([Cl:33])[cH:31][cH:32]1.[Na+:21].[O:1]=[C:2]1[CH2:3][CH2:4][CH2:5][CH2:6][CH2:7]1>>[CH:2]1([NH:22][c:23]2[c:24]([C:25](=[O:26])[O:27][CH3:28])[cH:29][c:30]([Cl:33])[cH:31][cH:32]2)[CH2:3][CH2:4][CH2:5][CH2:6][CH2:7]1. Procedure details: To a solution of the appropriate pyridine-carboxylic acid (1 eq.) and DIPEA (3 eq.) in DCM (20 mL/mmol), TBTU (1 eq.) is added. The mixture is stirred for 5 min before the appropriate pyridine-carboxylic acid hydrazide (1 eq.) is added. The mixture is stirred at rt for 1 h before it is diluted with DCM, washed with water, dried over MgSO4, filtered and concentrated. The remaining residue is dissolved in THF, Lawesson's reagent (2 eq.) is added and the mixture is stirred at 110° C. for 6 min unde... Product: N1=C(C=CC=C1)C=1SC(=NN1)C1=NC=CC=C1 (2,5-dipyridyl-[1,3,4]thiadiazole). The yield is 3.0%. Run at time 1 hour. Starting materials: N1=C(C=CC=C1)C(=O)NN (pyridine-carboxylic acid hydrazide), COC=1C=CC(=CC1)P2(=S)SP(=S)(S2)C=3C=CC(=CC3)OC (Lawesson's reagent), N1=C(C=CC=C1)C(=O)O (pyridine-carboxylic acid), CCN(C(C)C)C(C)C (DIPEA), CN(C)C(=[N+](C)C)ON1C2=C(C=CC=C2)N=N1.[B-](F)(F)(F)F (TBTU). RXN SMILES: [N:1]1[CH:6]=[CH:5][CH:4]=[CH:3][C:2]=1[C:7](O)=O.CCN(C(C)C)C(C)C.CN(C(O[N:27]1[N:35]=[N:34][C:29]2[CH:30]=[CH:31][CH:32]=[CH:33][C:28]1=2)=[N+](C)C)C.[B-](F)(F)(F)F.N1C=CC=CC=1C(NN)=O.COC1C=CC(P2(SP(C3C=CC(OC)=CC=3)(=S)S2)=[S:60])=CC=1>C(Cl)Cl.CC(=O)OCC>[N:1]1[CH:6]=[CH:5][CH:4]=[CH:3][C:2]=1[C:7]1[S:60][C:28]([C:33]2[CH:32]=[CH:31][CH:30]=[CH:29][N:34]=2)=[N:27][N:35]=1 |f:2.3|. Run in CC(OCC)=O (EA), C(Cl)Cl (DCM), C(Cl)Cl (DCM). Reactants: CC(C)(C)c1cc(C=C2Sc3ccccc3N(Cc3nnn[nH]3)C2=O)cc(C(C)(C)COC2CCCCO2)c1O, CO, ClC(Cl)Cl, [Cl-], [Na+], O, Cc1ccc(S(=O)(=O)O)cc1. The product is CC(C)(C)c1cc(C=C2Sc3ccccc3N(Cc3nnn[nH]3)C2=O)cc(C(C)(C)CO)c1O. RXN SMILES: [C:1]([CH3:2])([CH3:3])([CH3:4])[c:5]1[c:6]([OH:40])[c:7]([C:29]([CH2:30][O:31][CH:32]2[CH2:33][CH2:34][CH2:35][CH2:36][O:37]2)([CH3:38])[CH3:39])[cH:8][c:9]([CH:10]=[C:11]2[S:12][c:13]3[c:14]([cH:24][cH:25][cH:26][cH:27]3)[N:15]([CH2:18][c:19]3[n:20][n:21][n:22][nH:23]3)[C:16]2=[O:17])[cH:28]1.[CH3:55][OH:56].[CH:57]([Cl:58])([Cl:59])[Cl:60].[Cl-:54].[Na+:53].[OH2:41].[c:42]1([CH3:43])[cH:44][cH:45][c:46]([S:47]([OH:48])(=[O:49])=[O:50])[cH:51][cH:52]1>>[C:1]([CH3:2])([CH3:3])([CH3:4])[c:5]1[c:6]([OH:40])[c:7]([C:29]([CH2:30][OH:31])([CH3:38])[CH3:39])[cH:8][c:9]([CH:10]=[C:11]2[S:12][c:13]3[c:14]([cH:24][cH:25][cH:26][cH:27]3)[N:15]([CH2:18][c:19]3[n:20][n:21][n:22][nH:23]3)[C:16]2=[O:17])[cH:28]1. Reactants: N(=C=S)C1=C(SC=C1)C(=O)OC (methyl 3-isothiocyanatothiophene-2-carboxylate), CC=1N=CN(C1)CCCN (3-(4-methyl-1H-imidazol-1-yl)propan-1-amine). The product is CC=1N=CN(C1)CCCN1C(NC2=C(C1=O)SC=C2)=S (2,3-dihydro-3-(3-(4-methyl-1H-imidazol-1-yl)propyl)-2-thioxothieno[3,2-d]-pyrimidin-4(1H)-one). Reaction SMILES: [N:1]([C:4]1[CH:8]=[CH:7][S:6][C:5]=1[C:9]([O:11]C)=O)=[C:2]=[S:3].[CH3:13][C:14]1[N:15]=[CH:16][N:17]([CH2:19][CH2:20][CH2:21][NH2:22])[CH:18]=1>>[CH3:13][C:14]1[N:15]=[CH:16][N:17]([CH2:19][CH2:20][CH2:21][N:22]2[C:9](=[O:11])[C:5]3[S:6][CH:7]=[CH:8][C:4]=3[NH:1][C:2]2=[S:3])[CH:18]=1. Reported procedure: The compound was synthesized starting from methyl 3-isothiocyanatothiophene-2-carboxylate (0.107 g. 0.53 mmol) and 3-(4-methyl-1H-imidazol-1-yl)propan-1-amine (9) (0.075 g, 0.53 mmol) as described above. Reactants: BrC1=C(C(=C(C(=O)C(C(=O)OCC)=CNC2CC2)C(=C1)Br)C)F (ethyl 2-(4,6-dibromo-3-fluoro-2-methylbenzoyl)-3-cyclopropylaminoacrylate), C([O-])([O-])=O.[K+].[K+] (potassium carbonate), ice water. Run in CN(C=O)C (dimethylformamide). Product: C1(CC1)N1C=C(C(C2=C(C(=C(C=C12)Br)F)C)=O)C(=O)OCC (ethyl 1-cyclopropyl-6-fluoro-7-bromo-5-methyl-1,4-dihydro-4-oxoquinoline-3-carboxylate). Isolated yield 91.1%. As a reaction SMILES: [Br:1][C:2]1[CH:20]=[C:19](Br)[C:5]([C:6]([C:8](=[CH:14][NH:15][CH:16]2[CH2:18][CH2:17]2)[C:9]([O:11][CH2:12][CH3:13])=[O:10])=[O:7])=[C:4]([CH3:22])[C:3]=1[F:23].C(=O)([O-])[O-].[K+].[K+]>CN(C)C=O>[CH:16]1([N:15]2[C:19]3[C:5](=[C:4]([CH3:22])[C:3]([F:23])=[C:2]([Br:1])[CH:20]=3)[C:6](=[O:7])[C:8]([C:9]([O:11][CH2:12][CH3:13])=[O:10])=[CH:14]2)[CH2:18][CH2:17]1 |f:1.2.3|. Procedure: A mixture comprising ethyl 2-(4,6-dibromo-3-fluoro-2-methylbenzoyl)-3-cyclopropylaminoacrylate (45.0 g), potassium carbonate (16.7 g) and dimethylformamide (450 ml) is reacted at 140° C. for 30 minutes. After cooling, the reaction mixture is poured into ice-water and the precipitated crystals are filtered, which are recrystallized from ethanol to give ethyl 1-cyclopropyl-6-fluoro-7-bromo-5-methyl-1,4-dihydro-4-oxoquinoline-3-carboxylate (33.6 g), as white crystals, m.p. 195°-197° C. The reactants are C, CCO, C1CCOC1, [Pd], CCOC(=O)C=Cc1cnn2c1NCCC2. As a reaction SMILES: [C:25].[CH3:17][CH2:18][OH:19].[O:20]1[CH2:21][CH2:22][CH2:23][CH2:24]1.[Pd:26].[n:1]1[cH:2][c:3]([CH:10]=[CH:11][C:12](=[O:13])[O:14][CH2:15][CH3:16])[c:4]2[n:5]1[CH2:6][CH2:7][CH2:8][NH:9]2>>[n:1]1[cH:2][c:3]([CH2:10][CH2:11][C:12](=[O:13])[O:14][CH2:15][CH3:16])[c:4]2[n:5]1[CH2:6][CH2:7][CH2:8][NH:9]2. Product: CCOC(=O)CCc1cnn2c1NCCC2. The reactants are [H-].[Na+] (Sodium hydride), N1C=C(C2=CC=CC=C12)CCC(=O)OCC (ethyl 3-(indol-3-yl)propionate), ClC1=C(CBr)C=CC(=C1)Cl (2,4-dichlorobenzyl bromide), [I-].[Na+] (sodium iodide). Solvent: CN(C)C=O (DMF), C1CCOC1 (THF), O (water). Conditions: time 10 minute. The product is ClC1=C(CN2C=C(C3=CC=CC=C23)CCC(=O)O)C=CC(=C1)Cl (3-[1-(2,4-Dichlorobenzyl)indol-3-yl]propionic acid). The yield is 91.9%. As a reaction SMILES: [H-].[Na+].[NH:3]1[C:11]2[C:6](=[CH:7][CH:8]=[CH:9][CH:10]=2)[C:5]([CH2:12][CH2:13][C:14]([O:16]CC)=[O:15])=[CH:4]1.[Cl:19][C:20]1[CH:27]=[C:26]([Cl:28])[CH:25]=[CH:24][C:21]=1[CH2:22]Br.[I-].[Na+]>CN(C=O)C.C1COCC1.O>[Cl:19][C:20]1[CH:27]=[C:26]([Cl:28])[CH:25]=[CH:24][C:21]=1[CH2:22][N:3]1[C:11]2[C:6](=[CH:7][CH:8]=[CH:9][CH:10]=2)[C:5]([CH2:12][CH2:13][C:14]([OH:16])=[O:15])=[CH:4]1 |f:0.1,4.5|. Reported procedure: Sodium hydride (60% dispersion in oil, 0.38 g) was added to the mixed solution of ethyl 3-(indol-3-yl)propionate (1.8 g) in DMF (20 ml) and THF (20 ml) under ice-cooling. The reaction mixture was stirred at room temperature for 10 minutes, to which were added 2,4-dichlorobenzyl bromide (1.8 g) and sodium iodide (0.3 g). The reaction mixture was stirred at room temperature for 3 hours and then poured into water, and the mixture was extracted with IPE. The organic layer was washed with water, then...